Dataset: the Open Reaction Database (ORD), a public repository of structured organic reaction records. Task: describe an organic reaction: reactants, conditions, products, and yield Starting materials: Cc1ccc(-c2nc(-c3ccc(C)cc3C)nc(-c3ccc(O)cc3O)n2)c(C)c1, CN(C)C=O, CCCCCCCCON1C(C)(C)CC(OC(=O)CCl)CC1(C)C, [Na+], [OH-]. The product is CCCCCCCCON1C(C)(C)CC(OC(=O)COc2ccc(-c3nc(-c4ccc(C)cc4C)nc(-c4ccc(C)cc4C)n3)c(O)c2)CC1(C)C. Reaction SMILES: [CH3:25][c:26]1[c:27](-[c:33]2[n:34][c:35](-[c:47]3[c:48]([OH:54])[cH:49][c:50]([OH:53])[cH:51][cH:52]3)[n:36][c:37](-[c:39]3[c:40]([CH3:46])[cH:41][c:42]([CH3:45])[cH:43][cH:44]3)[n:38]2)[cH:28][cH:29][c:30]([CH3:32])[cH:31]1.[CH3:57][N:58]([CH3:59])[CH:60]=[O:61].[Cl:1][CH2:2][C:3](=[O:4])[O:5][CH:6]1[CH2:7][C:8]([CH3:23])([CH3:24])[N:9]([O:14][CH2:15][CH2:16][CH2:17][CH2:18][CH2:19][CH2:20][CH2:21][CH3:22])[C:10]([CH3:12])([CH3:13])[CH2:11]1.[Na+:56].[OH-:55]>>[CH2:2]([C:3](=[O:4])[O:5][CH:6]1[CH2:7][C:8]([CH3:23])([CH3:24])[N:9]([O:14][CH2:15][CH2:16][CH2:17][CH2:18][CH2:19][CH2:20][CH2:21][CH3:22])[C:10]([CH3:12])([CH3:13])[CH2:11]1)[O:53][c:50]1[cH:49][c:48]([OH:54])[c:47](-[c:35]2[n:34][c:33](-[c:27]3[c:26]([CH3:25])[cH:31][c:30]([CH3:32])[cH:29][cH:28]3)[n:38][c:37](-[c:39]3[c:40]([CH3:46])[cH:41][c:42]([CH3:45])[cH:43][cH:44]3)[n:36]2)[cH:52][cH:51]1.